From a dataset of the Open Reaction Database (ORD), a public repository of structured organic reaction records. describe an organic reaction: reactants, conditions, products, and yield The reactants are C([O-])([O-])=O.[K+].[K+] (potassium carbonate), BrC1=CC=C(C=C1)C=1OC2=C(N1)C=CC=C2 (2-(4-bromophenyl)benzoxazole), C1(=CC=CC=C1)N1C2=CC=CC=C2C=2C=C(C=CC12)B(O)O (9-phenyl-9H-carbazole-3-boronic acid), C1(=C(C=CC=C1)P(C1=C(C=CC=C1)C)C1=C(C=CC=C1)C)C (tri(ortho-tolyl)phosphine). The reagents and catalysts are C(C)(=O)[O-].[Pd+2].C(C)(=O)[O-] (palladium(II)acetate). Solvent: COCCOC (1,2-dimethoxyethane), C1(=CC=CC=C1)C (toluene). Run at temperature 100 celsius, time 5 hour. The product is O1C(=NC2=C1C=CC=C2)C2=CC=C(C=C2)C=2C=CC=1N(C3=CC=CC=C3C1C2)C2=CC=CC=C2 (3-[4-(Benzoxazol-2-yl)phenyl]-9-phenyl-9H-carbazole). As a reaction SMILES: Br[C:2]1[CH:7]=[CH:6][C:5]([C:8]2[O:9][C:10]3[CH:16]=[CH:15][CH:14]=[CH:13][C:11]=3[N:12]=2)=[CH:4][CH:3]=1.[C:17]1([N:23]2[C:35]3[CH:34]=[CH:33][C:32](B(O)O)=[CH:31][C:30]=3[C:29]3[C:24]2=[CH:25][CH:26]=[CH:27][CH:28]=3)[CH:22]=[CH:21][CH:20]=[CH:19][CH:18]=1.C1(C)C=CC=CC=1P(C1C=CC=CC=1C)C1C=CC=CC=1C.C(=O)([O-])[O-].[K+].[K+]>C([O-])(=O)C.[Pd+2].C([O-])(=O)C.C1(C)C=CC=CC=1.COCCOC>[O:9]1[C:10]2[CH:16]=[CH:15][CH:14]=[CH:13][C:11]=2[N:12]=[C:8]1[C:5]1[CH:6]=[CH:7][C:2]([C:32]2[CH:33]=[CH:34][C:35]3[N:23]([C:17]4[CH:22]=[CH:21][CH:20]=[CH:19][CH:18]=4)[C:24]4[C:29]([C:30]=3[CH:31]=2)=[CH:28][CH:27]=[CH:26][CH:25]=4)=[CH:3][CH:4]=1 |f:3.4.5,6.7.8|. Procedure details: In a 100 mL three-neck flask were put 0.95 g (3.5 mmol) of 2-(4-bromophenyl)benzoxazole, 1.0 g (3.5 mmol) of 9-phenyl-9H-carbazole-3-boronic acid, and 0.074 g (0.24 mmol) of tri(ortho-tolyl)phosphine. To this mixture were added 15 mL of 1,2-dimethoxyethane (abbreviation: DME) and 5 mL of a 2M potassium carbonate aqueous solution. This mixture was degassed under reduced pressure, and then the atmosphere in the flask was replaced with nitrogen. To this mixture was added 7.8 mg (0.035 mmol) of pall...